describe an organic reaction: reactants, conditions, products, and yield From a dataset of the Open Reaction Database (ORD), a public repository of structured organic reaction records. The solvent is CCOC(=O)C (EtOAc), CO (MeOH), C1(=CC=CC=C1)C (toluene), C(Cl)Cl (DCM), C(C)OCC (diethyl ether), C(C)(=O)OC(C)(C)C (t-butyl acetate). Procedure details: 4-Methylleucine (500 mg, 3.44 mmol) was suspended in 10 ml t-butyl acetate. Perchloric acid (0.2 ml, 3.49 mmol) was added and the flask was stopped with a septum and stirred over night. Analysis was performed using TLC DCM:MeOH, 9:1; staining with a ninhydrine/EtOH solution). The solution was poured into a flask containing 30 ml EtOAc and 30 ml 5% Na2CO3. The aq-layer turned acidic and 2M NaOH was added until pH was approximately 7. The phases were separated and the aq-phase was washed with 2×30... Yields the product CC(C[C@H](N)C(=O)OC(C)(C)C)(C)C (tert-Butyl 4-methylleucinate). The reactants are C(=O)([O-])[O-].[Na+].[Na+] (Na2CO3), CC(C[C@H](N)C(=O)O)(C)C (4-Methylleucine), [OH-].[Na+] (NaOH), Cl(=O)(=O)(=O)O (Perchloric acid), C1=CC=C2C(=C1)C(=O)C(C2=O)(O)O.CCO (ninhydrine EtOH). RXN SMILES: [CH3:1][C:2]([CH3:10])([CH3:9])[CH2:3][C@@H:4]([C:6]([OH:8])=[O:7])[NH2:5].Cl(O)(=O)(=O)=O.C1C=[C:20]2C(C(O)(O)[C:25](=O)[C:19]2=[CH:18]C=1)=O.CCO.C([O-])([O-])=O.[Na+].[Na+].[OH-].[Na+]>C(OC(C)(C)C)(=O)C.C(OCC)C.C1(C)C=CC=CC=1.CCOC(C)=O.CO.C(Cl)Cl>[CH3:1][C:2]([CH3:10])([CH3:9])[CH2:3][C@@H:4]([C:6]([O:8][C:19]([CH3:25])([CH3:20])[CH3:18])=[O:7])[NH2:5] |f:2.3,4.5.6,7.8|. The yield is 96.0%. Starting materials: Br.BrC=1C=NC(NC1)=O (5-bromopyrimidin-2-one hydrobromide), BrCC(=O)C=1SC=CC1 (2-bromoacetylthiophene). The solvent is C(C)N(CC)CC (triethylamine), C(C)O (ethanol). Run at time 2 hour. The product is BrC=1C=NC(N(C1)CC(C1=CC=CS1)=O)=O (5-Bromo-1-(2-thenoylmethyl)pyrimidin-2-one). RXN SMILES: Br.[Br:2][C:3]1[CH:4]=[N:5][C:6](=[O:9])[NH:7][CH:8]=1.Br[CH2:11][C:12]([C:14]1[S:15][CH:16]=[CH:17][CH:18]=1)=[O:13]>C(N(CC)CC)C.C(O)C>[Br:2][C:3]1[CH:4]=[N:5][C:6](=[O:9])[N:7]([CH2:11][C:12](=[O:13])[C:14]2[S:15][CH:16]=[CH:17][CH:18]=2)[CH:8]=1 |f:0.1|. Procedure: A suspension of 5-bromopyrimidin-2-one hydrobromide (780 mg) and 2-bromoacetylthiophene (633 mg) in triethylamine (1 ml) and ethanol (20 ml) was stirred at ambient temperature for 11/2 hours. A solution formed within 10 minutes but a suspension subsequently resulted. This was chilled in ice, and the collected solid was crystallised from acetone to give the title pyrimidinone: yield 293 mg; m.p. 173°-175° C. dec; λmaxEtOH 259.5 nm (ε 9470), 287 nm (ε 6830), 332 nm (ε 2780).